This data is from the Open Reaction Database (ORD), a public repository of structured organic reaction records. The task is: describe an organic reaction: reactants, conditions, products, and yield As a reaction SMILES: [NH2:1][C:2]1[N:7]=[C:6]([C:8]2[CH:16]=[CH:15][C:11]3[O:12][CH2:13][O:14][C:10]=3[CH:9]=2)[C:5]([C:17]#[N:18])=[C:4](SC)[N:3]=1.[CH2:21]([NH2:28])[C:22]1[CH:27]=[CH:26][CH:25]=[CH:24][CH:23]=1>C(O)C>[NH2:1][C:2]1[N:7]=[C:6]([C:8]2[CH:16]=[CH:15][C:11]3[O:12][CH2:13][O:14][C:10]=3[CH:9]=2)[C:5]([C:17]#[N:18])=[C:4]([NH:28][CH2:21][C:22]2[CH:27]=[CH:26][CH:25]=[CH:24][CH:23]=2)[N:3]=1. Yields the product NC1=NC(=C(C(=N1)C1=CC2=C(OCO2)C=C1)C#N)NCC1=CC=CC=C1 (2-Amino-4-benzo[1,3]dioxol-5-yl-6-benzylamino-pyrimidine-5-carbonitrile). Procedure details: From 2-Amino-4-benzo [1,3] dioxol-5-yl-6-methylsulfanyl-pyrimidine-5-carbonitrile and benzylamine in ethanol. ES-MS m/e (%): 346 (M+H+, 100). Solvent: C(C)O (ethanol). Starting materials: NC1=NC(=C(C(=N1)C1=CC2=C(OCO2)C=C1)C#N)SC (2-Amino-4-benzo [1,3] dioxol-5-yl-6-methylsulfanyl-pyrimidine-5-carbonitrile), C(C1=CC=CC=C1)N (benzylamine). The reactants are FC1=CC(=C(C=C1F)NC=1SC=CC1C#N)[N+](=O)[O-] (2-(4,5-difluoro-2-nitro-phenylamino)-thiophene-3-carbonitrile), tin(H) chloride, Cl (HCl). Solvent: C(C)O (ethanol). Yields the product Cl.FC=1C(=CC2=C(NC=3SC=CC3C(=N2)N)C1)F (6,7-Difluoro-4H-3-thia-4,9-diaza-benzo[f]azulen-10-ylamine hydrochloride). Yield: 86.0%. RXN SMILES: [F:1][C:2]1[C:7]([F:8])=[CH:6][C:5]([NH:9][C:10]2[S:11][CH:12]=[CH:13][C:14]=2[C:15]#[N:16])=[C:4]([N+:17]([O-])=O)[CH:3]=1.[ClH:20]>C(O)C>[ClH:20].[F:8][C:7]1[C:2]([F:1])=[CH:3][C:4]2[N:17]=[C:15]([NH2:16])[C:14]3[CH:13]=[CH:12][S:11][C:10]=3[NH:9][C:5]=2[CH:6]=1 |f:3.4|. Reported procedure: Suspend 2-(4,5-difluoro-2-nitro-phenylamino)-thiophene-3-carbonitrile (4.02 g, 14.30 mmol) in ethanol (40.0 ml). Dissolve tin(H) chloride (8.14 g, 42.91 mmol) in 5N HCl (40.0 ml) and then add it to the suspension. Heat the reaction at reflux for 5.5 hours and then cool it to ambient temperature. Cool the mixture for 16 hours in a refrigerator. Collect the resulting precipitate by vacuum filtration and then dry it by pulling a vacuum on it to give 3.53 g (86%) of the title compound as a yellow so... Reactants: FC1=CC=C(C=C2COC3=CC(=CC=C3C2=O)C(=O)OC)C=C1 (methyl 3-(4-fluorobenzylidene)-4-oxochroman-7-carboxylate), O1CCCC1 (tetrahydrofuran), 30, Cl.ClC1=C(C#N)C=CC(=C1)NN (2-chloro-4-hydrazinylbenzonitrile hydrochloride). The product is ClC=1C=C(C=CC1C#N)N1N=C2C(C1C1=CC=C(C=C1)F)COC=1C=C(C=CC12)C(=O)O (2-(3-chloro-4-cyanophenyl)-3-(4-fluorophenyl)-2,3,3a,4-tetrahydrochromeno[4,3-c]pyrazole-7-carboxylic acid). Yield: 18.0%. Reaction SMILES: [F:1][C:2]1[CH:23]=[CH:22][C:5]([CH:6]=[C:7]2[C:16](=O)[C:15]3[C:10](=[CH:11][C:12]([C:18]([O:20]C)=[O:19])=[CH:13][CH:14]=3)[O:9][CH2:8]2)=[CH:4][CH:3]=1.Cl.[Cl:25][C:26]1[CH:33]=[C:32]([NH:34][NH2:35])[CH:31]=[CH:30][C:27]=1[C:28]#[N:29].O1CCCC1>>[Cl:25][C:26]1[CH:33]=[C:32]([N:34]2[CH:6]([C:5]3[CH:4]=[CH:3][C:2]([F:1])=[CH:23][CH:22]=3)[CH:7]3[CH2:8][O:9][C:10]4[CH:11]=[C:12]([C:18]([OH:20])=[O:19])[CH:13]=[CH:14][C:15]=4[C:16]3=[N:35]2)[CH:31]=[CH:30][C:27]=1[C:28]#[N:29] |f:1.2|. Procedure: The title compound was prepared from methyl 3-(4-fluorobenzylidene)-4-oxochroman-7-carboxylate; Preparation 30 (155 mg, 0.50 mmol) and 2-chloro-4-hydrazinylbenzonitrile hydrochloride; Preparation 1 (153 mg, 0.75 mmol) according to Method B and Method C. The crude product was purified by reverse-phase HPLC (acetonitrile/water/0.05% trifluoroacetic acid) to give 2-(3-chloro-4-cyanophenyl)-3-(4-fluorophenyl)-2,3,3a,4-tetrahydrochromeno[4,3-c]pyrazole-7-carboxylic acid (41 mg, 0.09 mmol, 18% yield).... The product is CC=1C=C(SC1)C1=NNC=C1 (3-(4-methyl-2-thienyl)-1H-pyrazole). Procedure: A mixture of 3-(dimethylamino)-1-(4-methyl-2-thienyl)prop-2-en-1-one (72 mmol) and hydrazine hydrate (144 mmol) in 80 mL ethanol was refluxed for 18 h and then allowed to cool to room temperature. The solvent was evaporated under reduced pressure and the residue was partitioned between ethyl acetate and water. The organic phase was successively washed with saturated aqueous ammonium chloride solution, saturated aqueous sodium bicarbonate solution and brine, dried over MgSO4, filtered and concent... RXN SMILES: C[N:2](C)[CH:3]=[CH:4][C:5]([C:7]1[S:8][CH:9]=[C:10]([CH3:12])[CH:11]=1)=O.O.[NH2:15]N>C(O)C>[CH3:12][C:10]1[CH:11]=[C:7]([C:5]2[CH:4]=[CH:3][NH:2][N:15]=2)[S:8][CH:9]=1 |f:1.2|. Isolated yield 97.9%. Starting materials: CN(C=CC(=O)C=1SC=C(C1)C)C (3-(dimethylamino)-1-(4-methyl-2-thienyl)prop-2-en-1-one), O.NN (hydrazine hydrate). Run in C(C)O (ethanol). The reactants are C(C1=CC=CC=C1)C(=O)C=1C=C(C=CC1)NC(NCC(=O)N1C(C(=O)OC(C)(C)C)CCC1C1=CC=CC=C1)=O (tert-Butyl (2RS,5SR)-1-{2-[3-(3-benzylcarbonylphenyl)ureido]acetyl}-5-phenylprolinate), C1(CCCCC1)N=C=NC1CCCCC1 (N,N'-dicyclohexyl-carbodiimide), CC=1C=C(C=CC1)C1CCC(N1)C(=O)OC(C)(C)C (tert-butyl (2RS,5SR)-5-(3-methylphenyl)-prolinate), C(C1=CC=CC=C1)OC(=O)C=1C=C(C=CC1)NC(NCC(=O)O)=O (2-[3-(3-benzyloxycarbonylphenyl)-ureido]acetic acid). The solvent is C(C)#N (acetonitrile). Yields the product C(C1=CC=CC=C1)OC(=O)C=1C=C(C=CC1)NC(NCC(=O)N1C(C(=O)OC(C)(C)C)CCC1C1=CC=CC=C1)=O (tert-butyl (2RS,5RS)-1-{2-[3-(3-benzyloxycarbonylphenyl)ureido]-acetyl}-5-phenylprolinate). Reaction SMILES: C(C(C1C=C([NH:16][C:17](=[O:40])[NH:18][CH2:19][C:20]([N:22]2[CH:33]([C:34]3[CH:39]=[CH:38][CH:37]=[CH:36][CH:35]=3)[CH2:32][CH2:31][CH:23]2[C:24]([O:26][C:27]([CH3:30])([CH3:29])[CH3:28])=[O:25])=[O:21])C=CC=1)=O)C1C=CC=CC=1.CC1C=C(C2NC(C(OC(C)(C)C)=O)CC2)C=CC=1.[CH2:60]([O:67][C:68]([C:70]1[CH:71]=[C:72](NC(=O)NCC(O)=O)[CH:73]=[CH:74][CH:75]=1)=[O:69])[C:61]1[CH:66]=[CH:65][CH:64]=[CH:63][CH:62]=1.C1(N=C=NC2CCCCC2)CCCCC1>C(#N)C>[CH2:60]([O:67][C:68]([C:70]1[CH:75]=[C:74]([NH:16][C:17](=[O:40])[NH:18][CH2:19][C:20]([N:22]2[CH:33]([C:34]3[CH:35]=[CH:36][CH:37]=[CH:38][CH:39]=3)[CH2:32][CH2:31][CH:23]2[C:24]([O:26][C:27]([CH3:30])([CH3:28])[CH3:29])=[O:25])=[O:21])[CH:73]=[CH:72][CH:71]=1)=[O:69])[C:61]1[CH:62]=[CH:63][CH:64]=[CH:65][CH:66]=1. Procedure: tert-Butyl (2RS,5SR)-1-{2-[3-(3-benzylcarbonylphenyl)ureido]acetyl}-5-phenylprolinate may be prepared as described in Example 41 §A, but starting from 0.4 g of tert-butyl (2RS,5SR)-5-(3-methylphenyl)-prolinate, 0.5 g of 2-[3-(3-benzyloxycarbonylphenyl)-ureido]acetic acid and 0.31 g of N,N'-dicyclohexyl-carbodiimide in 20 cm3 of acetonitrile. After treatment, 0.8 g of tert-butyl (2RS,5RS)-1-{2-[3-(3-benzyloxycarbonylphenyl)ureido]-acetyl}-5-phenylprolinate is obtained in the form of a meringue-li...